From a dataset of the Open Reaction Database (ORD), a public repository of structured organic reaction records. describe an organic reaction: reactants, conditions, products, and yield Starting materials: C([O-])([O-])=O.[Cs+].[Cs+] (Cesium carbonate), CC=1C=C(C=CC1[N+](=O)[O-])O (3-methyl-4-nitrophenol), CS(=O)(=O)OC1CCN(CC1)C(=O)OC(C)(C)C (tert-butyl 4-(methylsulfonyloxy)piperidine-1-carboxylate). The solvent is CC(=O)N(C)C (DMA). Reaction conditions: temperature 90 celsius. Yields the product CC=1C=C(OC2CCN(CC2)C(=O)OC(C)(C)C)C=CC1[N+](=O)[O-] (tert-butyl 4-(3-methyl-4-nitrophenoxy)piperidine-1-carboxylate). Isolated yield 85.6%. As a reaction SMILES: C(=O)([O-])[O-].[Cs+].[Cs+].[CH3:7][C:8]1[CH:9]=[C:10]([OH:17])[CH:11]=[CH:12][C:13]=1[N+:14]([O-:16])=[O:15].CS(O[CH:23]1[CH2:28][CH2:27][N:26]([C:29]([O:31][C:32]([CH3:35])([CH3:34])[CH3:33])=[O:30])[CH2:25][CH2:24]1)(=O)=O>CC(N(C)C)=O>[CH3:7][C:8]1[CH:9]=[C:10]([CH:11]=[CH:12][C:13]=1[N+:14]([O-:16])=[O:15])[O:17][CH:23]1[CH2:28][CH2:27][N:26]([C:29]([O:31][C:32]([CH3:35])([CH3:34])[CH3:33])=[O:30])[CH2:25][CH2:24]1 |f:0.1.2|. Procedure details: Cesium carbonate (11.76 g, 26.11 mmoles, 2 equivalents) was added to a stirred solution of 3-methyl-4-nitrophenol (2.76 g, 18.05 mmoles, 1 equivalent) and tert-butyl 4-(methylsulfonyloxy)piperidine-1-carboxylate (7.34 g, 19.96 mmoles, 1.1 equivalents) in anhydrous DMA (50 mls). The stirred reaction mixture was then heated to 90° C. (thermostatically controlled heating mantle) for 22 hours. The reaction mixture was then allowed to cool to room temperature and was filtered through a plug of Celite... Starting materials: O=C(c1ccc(Br)nc1)N1CCC(Oc2ccc(C3CC3)cc2)CC1, CC1COC(=O)N1. Yields the product CC1COC(=O)N1c1ccc(C(=O)N2CCC(Oc3ccc(C4CC4)cc3)CC2)cn1. RXN SMILES: [Br:1][c:2]1[cH:3][cH:4][c:5]([C:8](=[O:9])[N:10]2[CH2:11][CH2:12][CH:13]([O:16][c:17]3[cH:18][cH:19][c:20]([CH:23]4[CH2:24][CH2:25]4)[cH:21][cH:22]3)[CH2:14][CH2:15]2)[cH:6][n:7]1.[CH3:26][CH:27]1[NH:28][C:29](=[O:32])[O:30][CH2:31]1>>[c:2]1([N:28]2[CH:27]([CH3:26])[CH2:31][O:30][C:29]2=[O:32])[cH:3][cH:4][c:5]([C:8](=[O:9])[N:10]2[CH2:11][CH2:12][CH:13]([O:16][c:17]3[cH:18][cH:19][c:20]([CH:23]4[CH2:24][CH2:25]4)[cH:21][cH:22]3)[CH2:14][CH2:15]2)[cH:6][n:7]1. Starting materials: CC(C)(C)OC(=O)NC(C(=O)N1CCCC1C(=O)O)c1ccccc1, CC(C)(C)OC(=O)NCC(=O)N1CCCC1C(=O)OCc1ccccc1. Yields the product CC(C)(C)OC(=O)NCC(=O)N1CCCC1C(=O)O. RXN SMILES: [C:27]([O:28][C:29]([NH:30][CH:31]([c:32]1[cH:33][cH:34][cH:35][cH:36][cH:37]1)[C:38]([N:39]1[CH2:40][CH2:41][CH2:42][CH:43]1[C:44]([OH:45])=[O:46])=[O:47])=[O:48])([CH3:49])([CH3:50])[CH3:51].[CH2:1]([c:2]1[cH:3][cH:4][cH:5][cH:6][cH:7]1)[O:8][C:9](=[O:10])[CH:11]1[N:12]([C:16]([CH2:17][NH:18][C:19](=[O:20])[O:21][C:22]([CH3:23])([CH3:24])[CH3:25])=[O:26])[CH2:13][CH2:14][CH2:15]1>>[O:8]=[C:9]([OH:10])[CH:11]1[N:12]([C:16]([CH2:17][NH:18][C:19](=[O:20])[O:21][C:22]([CH3:23])([CH3:24])[CH3:25])=[O:26])[CH2:13][CH2:14][CH2:15]1. Reactants: CC(=O)c1cc(N(Cc2ccccc2)CC2CC2C)nc(N(C)S(=O)(=O)C(C)C)c1, CC(C=O)(Cc1ccccc1)NC(=O)OC(C)(C)C, C1CCOC1, C[Si](C)(C)[N-][Si](C)(C)C, [Li+]. Yields the product CC1CC1CN(Cc1ccccc1)c1cc(C(=O)C=CC(C)(Cc2ccccc2)NC(=O)OC(C)(C)C)cc(N(C)S(=O)(=O)C(C)C)n1. RXN SMILES: [C:1]([CH3:2])(=[O:3])[c:4]1[cH:5][c:6]([N:23]([S:24](=[O:25])(=[O:26])[CH:27]([CH3:28])[CH3:29])[CH3:30])[n:7][c:8]([N:10]([CH2:11][CH:12]2[CH:13]([CH3:15])[CH2:14]2)[CH2:16][c:17]2[cH:18][cH:19][cH:20][cH:21][cH:22]2)[cH:9]1.[CH2:41]([c:42]1[cH:43][cH:44][cH:45][cH:46][cH:47]1)[C:48]([CH:49]=[O:50])([CH3:51])[NH:52][C:53]([O:54][C:55]([CH3:56])([CH3:57])[CH3:58])=[O:59].[CH2:60]1[O:61][CH2:62][CH2:63][CH2:64]1.[CH3:31][Si:32]([N-:33][Si:34]([CH3:35])([CH3:36])[CH3:37])([CH3:38])[CH3:39].[Li+:40]>>[C:1]([CH:2]=[CH:49][C:48]([CH2:41][c:42]1[cH:43][cH:44][cH:45][cH:46][cH:47]1)([CH3:51])[NH:52][C:53]([O:54][C:55]([CH3:56])([CH3:57])[CH3:58])=[O:59])(=[O:3])[c:4]1[cH:5][c:6]([N:23]([S:24](=[O:25])(=[O:26])[CH:27]([CH3:28])[CH3:29])[CH3:30])[n:7][c:8]([N:10]([CH2:11][CH:12]2[CH:13]([CH3:15])[CH2:14]2)[CH2:16][c:17]2[cH:18][cH:19][cH:20][cH:21][cH:22]2)[cH:9]1. Reagents/catalysts: Catalyst 2. Run in C(C)N(CC)CC (triethylamine). Procedure details: Following the procedure described in Example 1, 57.2 g (0.275 mol) of benzylideneacetophenone, 29.2 g of benzaldehyde, 25.1 g (0.1 mol) of Catalyst 2 and 400 ml of dimethylformamide are introduced successively into the 500 ml three-necked flask and after stirring for 15 minutes under nitrogen 40.4 g (0.4 mol) of triethylamine are added. The mixture is then heated to 80° C for 12 hours. For working up, the dimethylformamide is distilled off and 150 ml of isopropanol are added to the residue while... As a reaction SMILES: [CH:1](=[CH:8][C:9]([C:11]1[CH:16]=[CH:15][CH:14]=[CH:13][CH:12]=1)=[O:10])[C:2]1[CH:7]=[CH:6][CH:5]=[CH:4][CH:3]=1.C(=O)[C:18]1[CH:23]=[CH:22][CH:21]=[CH:20][CH:19]=1.CN(C)[CH:27]=[O:28]>C(N(CC)CC)C>[C:2]1([C:1]([C:18]2[CH:23]=[CH:22][CH:21]=[CH:20][CH:19]=2)([CH2:8][C:9]([C:11]2[CH:16]=[CH:15][CH:14]=[CH:13][CH:12]=2)=[O:10])[CH:27]=[O:28])[CH:7]=[CH:6][CH:5]=[CH:4][CH:3]=1. Reaction conditions: temperature 80 celsius. The product is C1(=CC=CC=C1)C(C=O)(CC(=O)C1=CC=CC=C1)C1=CC=CC=C1 (2,2,4-Triphenyl-butane-1,4-dione). Reactants: C(C1=CC=CC=C1)=CC(=O)C1=CC=CC=C1 (benzylideneacetophenone), C(C1=CC=CC=C1)=O (benzaldehyde), CN(C=O)C (dimethylformamide). Reactants: ClC(Cl)Cl, O=C(OO)c1cccc(Cl)c1, C=CCC(c1ccccc1)c1ccccc1. Product: c1ccc(C(CC2CO2)c2ccccc2)cc1. Reaction SMILES: [CH:28]([Cl:29])([Cl:30])[Cl:31].[Cl:17][c:18]1[cH:19][cH:20][cH:21][c:22]([C:23]([O:24][OH:26])=[O:25])[cH:27]1.[c:1]1([CH:7]([CH2:8][CH:9]=[CH2:10])[c:11]2[cH:12][cH:13][cH:14][cH:15][cH:16]2)[cH:2][cH:3][cH:4][cH:5][cH:6]1>>[c:1]1([CH:7]([CH2:8][CH:9]2[CH2:10][O:25]2)[c:11]2[cH:12][cH:13][cH:14][cH:15][cH:16]2)[cH:2][cH:3][cH:4][cH:5][cH:6]1.